From a dataset of the Open Reaction Database (ORD), a public repository of structured organic reaction records. describe an organic reaction: reactants, conditions, products, and yield Starting materials: COc1ccc(OC)c(N)c1, CC(C)=O, O=C1OC(=O)c2ccccc21. The product is COc1ccc(OC)c(N2C(=O)c3ccccc3C2=O)c1. RXN SMILES: [CH3:1][O:2][c:3]1[c:4]([NH2:5])[cH:6][c:7]([O:10][CH3:11])[cH:8][cH:9]1.[CH3:23][C:24](=[O:25])[CH3:26].[O:12]=[C:13]1[O:14][C:15](=[O:16])[c:17]2[cH:18][cH:19][cH:20][cH:21][c:22]21>>[CH3:1][O:2][c:3]1[c:4]([N:5]2[C:13](=[O:12])[c:22]3[c:17]([cH:18][cH:19][cH:20][cH:21]3)[C:15]2=[O:14])[cH:6][c:7]([O:10][CH3:11])[cH:8][cH:9]1. The reactants are ICCC1CCC2=C(CC1)C(=C(C(=C2OC)OC)OC)OC (7-(2-iodoethyl)-1,2,3,4-tetramethoxy-6,7,8,9-tetrahydro-5H-benzo[a]cycloheptene), OC=1C=NC=CC1 (3-hydroxypyridine), C([O-])([O-])=O.[K+].[K+] (potassium carbonate). Run in CN(C)C=O (DMF), O (water). Run at time 12 hour. Product: COC1=C(C(=C(C2=C1CCC(CC2)CCOC=2C=NC=CC2)OC)OC)OC (3-[2-(1,2,3,4-Tetramethoxy-6,7,8,9-tetrahydro-5H-benzo[a]cyclohepten-7-yl)ethoxy]pyridine). Yield: 38.9%. RXN SMILES: I[CH2:2][CH2:3][CH:4]1[CH2:10][CH2:9][C:8]2[C:11]([O:21][CH3:22])=[C:12]([O:19][CH3:20])[C:13]([O:17][CH3:18])=[C:14]([O:15][CH3:16])[C:7]=2[CH2:6][CH2:5]1.[OH:23][C:24]1[CH:25]=[N:26][CH:27]=[CH:28][CH:29]=1.C(=O)([O-])[O-].[K+].[K+]>CN(C=O)C.O>[CH3:16][O:15][C:14]1[C:7]2[CH2:6][CH2:5][CH:4]([CH2:3][CH2:2][O:23][C:24]3[CH:25]=[N:26][CH:27]=[CH:28][CH:29]=3)[CH2:10][CH2:9][C:8]=2[C:11]([O:21][CH3:22])=[C:12]([O:19][CH3:20])[C:13]=1[O:17][CH3:18] |f:2.3.4|. Procedure: A mixture of 7-(2-iodoethyl)-1,2,3,4-tetramethoxy-6,7,8,9-tetrahydro-5H-benzo[a]cycloheptene (1.20 g), 3-hydroxypyridine (816 mg), and potassium carbonate (2.38 g) in DMF (12 ml) was stirred at room temperature for 12 hr. The reaction mixture was diluted with water and extracted with ethyl acetate. The organic layer was washed with water and saturated aqueous sodium chloride and dried. The solvent was removed in vacuo. The residue was purified by alumina column chromatography (ethyl acetate) and... Starting materials: COc1ncc(C(CO[Si](C)(C)C(C)(C)C)Nc2ncnc3c2CN(c2ccc(C)cc2C#N)CC3)cn1, CCCC[N+](CCCC)(CCCC)CCCC, C1CCOC1, CCOC(C)=O, [F-], O. The product is COc1ncc(C(CO)Nc2ncnc3c2CN(c2ccc(C)cc2C#N)CC3)cn1. As a reaction SMILES: [C:1]([Si:2]([CH3:3])([CH3:4])[O:6][CH2:7][CH:8]([c:9]1[cH:10][n:11][c:12]([O:15][CH3:16])[n:13][cH:14]1)[NH:17][c:18]1[c:19]2[c:20]([n:21][cH:22][n:23]1)[CH2:24][CH2:25][N:26]([c:28]1[c:29]([C:30]#[N:31])[cH:32][c:33]([CH3:36])[cH:34][cH:35]1)[CH2:27]2)([CH3:5])([CH3:37])[CH3:38].[CH2:40]([N+:41]([CH2:42][CH2:43][CH2:44][CH3:45])([CH2:46][CH2:47][CH2:48][CH3:49])[CH2:50][CH2:51][CH2:52][CH3:53])[CH2:54][CH2:55][CH3:56].[CH2:64]1[O:65][CH2:66][CH2:67][CH2:68]1.[CH3:58][CH2:59][O:60][C:61]([CH3:62])=[O:63].[F-:39].[OH2:57]>>[OH:6][CH2:7][CH:8]([c:9]1[cH:10][n:11][c:12]([O:15][CH3:16])[n:13][cH:14]1)[NH:17][c:18]1[c:19]2[c:20]([n:21][cH:22][n:23]1)[CH2:24][CH2:25][N:26]([c:28]1[c:29]([C:30]#[N:31])[cH:32][c:33]([CH3:36])[cH:34][cH:35]1)[CH2:27]2. The reactants are C12CNCCC2CN1C1=NC2=CC=CC=C2N=C1 (2-(3,8-diaza-bicyclo[4.2.0]oct-8-yl)-quinoxaline), C12CN(CC2NC1)C(=O)C1=C(C=CC=C1)OC ((3,6-Diaza-bicyclo[3.2.0]hept-3-yl)-(2-methoxy-phenyl)-methanone), ClC1=NC=CC(=N1)C1=CC=CC=C1 (2-chloro-4-phenyl-pyrimidine). Yields the product COC1=C(C=CC=C1)C(=O)N1CC2CN(C2C1)C1=NC=CC(=N1)C1=CC=CC=C1 (3-[(2-Methoxyphenyl)carbonyl]-6-(4-phenylpyrimidin-2-yl)-3,6-diazabicyclo[3.2.0]heptane). As a reaction SMILES: C12N(C3C=NC4C(=CC=CC=4)N=3)CC1CCNC2.[CH:19]12[CH2:25][NH:24][CH:23]1[CH2:22][N:21]([C:26]([C:28]1[CH:33]=[CH:32][CH:31]=[CH:30][C:29]=1[O:34][CH3:35])=[O:27])[CH2:20]2.Cl[C:37]1[N:42]=[C:41]([C:43]2[CH:48]=[CH:47][CH:46]=[CH:45][CH:44]=2)[CH:40]=[CH:39][N:38]=1>>[CH3:35][O:34][C:29]1[CH:30]=[CH:31][CH:32]=[CH:33][C:28]=1[C:26]([N:21]1[CH2:22][CH:23]2[CH:19]([CH2:25][N:24]2[C:37]2[N:42]=[C:41]([C:43]3[CH:48]=[CH:47][CH:46]=[CH:45][CH:44]=3)[CH:40]=[CH:39][N:38]=2)[CH2:20]1)=[O:27]. Reported procedure: The title compound was prepared in a manner analogous to Intermediate 2, Step A, using Intermediate 22 and 2-chloro-4-phenyl-pyrimidine. MS (ESI) mass calcd. for C23H22N4O, 386.46; m/z found, 387.0 [M+H]+. The reactants are C(#N)C=1OC=CC1C1=CC=C(CN2C(=NC=3C2=NC=CC3C)CCC)C=C1 (3-[4-(2-cyano-3-furyl)benzyl]-7-methyl-2-propyl-3H-imidazo[4,5-b]pyridine), C[Sn](C)(C)N=[N+]=[N-] (trimethyltin azide). Run in C=1(C(=CC=CC1)C)C (xylene). Conditions: temperature 125 celsius, time 24 hour. The product is CC1=C2C(=NC=C1)N(C(=N2)CCC)CC2=CC=C(C=C2)C2=C(OC=C2)C2=NN=NN2 (7-methyl-2-propyl-3-[4-[2-(1H-tetrazol-5-yl)-3-furyl]benzyl]-3H-imidazo[4,5-b]pyridine). Isolated yield 86.7%. As a reaction SMILES: [C:1]([C:3]1[O:4][CH:5]=[CH:6][C:7]=1[C:8]1[CH:27]=[CH:26][C:11]([CH2:12][N:13]2[C:17]3=[N:18][CH:19]=[CH:20][C:21]([CH3:22])=[C:16]3[N:15]=[C:14]2[CH2:23][CH2:24][CH3:25])=[CH:10][CH:9]=1)#[N:2].C[Sn]([N:32]=[N+:33]=[N-:34])(C)C>C1(C)C(C)=CC=CC=1>[CH3:22][C:21]1[CH:20]=[CH:19][N:18]=[C:17]2[N:13]([CH2:12][C:11]3[CH:10]=[CH:9][C:8]([C:7]4[CH:6]=[CH:5][O:4][C:3]=4[C:1]4[NH:34][N:33]=[N:32][N:2]=4)=[CH:27][CH:26]=3)[C:14]([CH2:23][CH2:24][CH3:25])=[N:15][C:16]=12. Procedure details: A mixture of 3-[4-(2-cyano-3-furyl)benzyl]-7-methyl-2-propyl-3H-imidazo[4,5-b]pyridine (540 mg) and trimethyltin azide (1.095 g) in xylene (10 ml) was stirred at 125° C. for 24 hours. The mixture was concentrated in vacuo. The residue was dissolved in methanol (15 ml) and the methanolic solution was treated with 8.9N methanolic hydrogen chloride (1 ml) for one hour at ambient temperature. The mixture was adjusted to pH 5 with aqueous 1N sodium hydroxide solution and concentrated in vacuo. The re...